This data is from the Open Reaction Database (ORD), a public repository of structured organic reaction records. The task is: describe an organic reaction: reactants, conditions, products, and yield Starting materials: C(CCCCCCCCCCC)(=O)O[C@@H](CSC[C@H](NC(OCC1C2=CC=CC=C2C=2C=CC=CC12)=O)C(=O)O)COC(CCCCCCCCCCC)=O ((5R,9R)-9-(dodecanoyloxy)-1-(9H-fluoren-9-yl)-3,12-dioxo-2,11-dioxa-7-thia-4-azatricosane-5-carboxylic acid), N[C@H](COCC(=O)OC(C)(C)C)CC ((S)-tert-butyl 2-(2-aminobutoxy)acetate), CCN=C=NCCCN(C)C (EDCI), C=1C=CC2=C(C1)N=NN2O (HOBT), CCN(C(C)C)C(C)C (DIEA). Solvent: C1CCOC1.CN(C)C=O (THF DMF), C(C)(=O)OCC (ethyl acetate). Conditions: time 8 hour. Yields the product C(CCCCCCCCCCC)(=O)O[C@@H](CSC[C@@H](C(N[C@H](COCC(OC(C)(C)C)=O)CC)=O)NC(=O)OCC1C2=CC=CC=C2C=2C=CC=CC12)COC(CCCCCCCCCCC)=O ((8S,11R,15R)-11-(((9H-fluoren-9-yl)methoxy)carbonylamino)-8-ethyl-2,2-dimethyl-4,10-dioxo-3,6-dioxa-13-thia-9-azahexadecane-15,16-diyl didodecanoate). RXN SMILES: [C:1]([O:14][C@H:15]([CH2:41][O:42][C:43](=[O:55])[CH2:44][CH2:45][CH2:46][CH2:47][CH2:48][CH2:49][CH2:50][CH2:51][CH2:52][CH2:53][CH3:54])[CH2:16][S:17][CH2:18][C@@H:19]([C:38](O)=[O:39])[NH:20][C:21](=[O:37])[O:22][CH2:23][CH:24]1[C:36]2[CH:35]=[CH:34][CH:33]=[CH:32][C:31]=2[C:30]2[C:25]1=[CH:26][CH:27]=[CH:28][CH:29]=2)(=[O:13])[CH2:2][CH2:3][CH2:4][CH2:5][CH2:6][CH2:7][CH2:8][CH2:9][CH2:10][CH2:11][CH3:12].[NH2:56][C@@H:57]([CH2:68][CH3:69])[CH2:58][O:59][CH2:60][C:61]([O:63][C:64]([CH3:67])([CH3:66])[CH3:65])=[O:62].CCN=C=NCCCN(C)C.C1C=CC2N(O)N=NC=2C=1.CCN(C(C)C)C(C)C>C(OCC)(=O)C.C1COCC1.CN(C=O)C>[C:1]([O:14][C@H:15]([CH2:41][O:42][C:43](=[O:55])[CH2:44][CH2:45][CH2:46][CH2:47][CH2:48][CH2:49][CH2:50][CH2:51][CH2:52][CH2:53][CH3:54])[CH2:16][S:17][CH2:18][C@H:19]([NH:20][C:21]([O:22][CH2:23][CH:24]1[C:25]2[CH:26]=[CH:27][CH:28]=[CH:29][C:30]=2[C:31]2[C:36]1=[CH:35][CH:34]=[CH:33][CH:32]=2)=[O:37])[C:38](=[O:39])[NH:56][C@@H:57]([CH2:68][CH3:69])[CH2:58][O:59][CH2:60][C:61](=[O:62])[O:63][C:64]([CH3:65])([CH3:67])[CH3:66])(=[O:13])[CH2:2][CH2:3][CH2:4][CH2:5][CH2:6][CH2:7][CH2:8][CH2:9][CH2:10][CH2:11][CH3:12] |f:6.7|. Procedure details: To a solution of (5R,9R)-9-(dodecanoyloxy)-1-(9H-fluoren-9-yl)-3,12-dioxo-2,11-dioxa-7-thia-4-azatricosane-5-carboxylic acid (6, 1 eq) and (S)-tert-butyl 2-(2-aminobutoxy)acetate (1.5 eq, from the previous step) in 2:1 THF/DMF (0.13 M) was added EDCI (1.3 eq), HOBT (1.3 eq), and DIEA (5 eq). The reaction was stirred at room temperature overnight. The reaction mixture was diluted with ethyl acetate. The organic layer was washed with 2:1 saturated aqueous NaHCO3/water, brine, dried over anhydrous ... Reported procedure: N-Ac-D-Phe-2-Nal-OMe was prepared according a similar manner as described in example 2 using N-Ac-D-Phe-OH and H-2-Nal-OMe. RXN SMILES: [NH:1]([C:13]([CH3:15])=[O:14])[C@@H:2]([C:10](O)=[O:11])[CH2:3][C:4]1[CH:9]=[CH:8][CH:7]=[CH:6][CH:5]=1.[NH2:16][C@H:17]([C:29]([O:31][CH3:32])=[O:30])[CH2:18][C:19]1[CH:28]=[C:27]2[C:22]([CH:23]=[CH:24][CH:25]=[CH:26]2)=[CH:21][CH:20]=1>>[NH:1]([C:13]([CH3:15])=[O:14])[C@@H:2]([C:10]([NH:16][C@H:17]([C:29]([O:31][CH3:32])=[O:30])[CH2:18][C:19]1[CH:28]=[C:27]2[C:22]([CH:23]=[CH:24][CH:25]=[CH:26]2)=[CH:21][CH:20]=1)=[O:11])[CH2:3][C:4]1[CH:9]=[CH:8][CH:7]=[CH:6][CH:5]=1. Starting materials: N([C@H](CC1=CC=CC=C1)C(=O)O)C(=O)C (N-Ac-D-Phe-OH), N[C@@H](CC1=CC=C2C=CC=CC2=C1)C(=O)OC (H-2-Nal-OMe). Product: N([C@H](CC1=CC=CC=C1)C(=O)N[C@@H](CC1=CC=C2C=CC=CC2=C1)C(=O)OC)C(=O)C (N-Ac-D-Phe-2-Nal-OMe). Starting materials: CCC(CC)c1cc(C)nn2c(-c3sc(Br)cc3C)c(C)nc12, C1CCOC1, CCOC(C)=O, O=C1CCOCC1. As a reaction SMILES: [Br:1][c:2]1[cH:3][c:4]([CH3:23])[c:5](-[c:7]2[c:8]([CH3:22])[n:9][c:10]3[n:11]2[n:12][c:13]([CH3:21])[cH:14][c:15]3[CH:16]([CH2:17][CH3:18])[CH2:19][CH3:20])[s:6]1.[CH2:24]1[O:25][CH2:26][CH2:27][CH2:28]1.[CH3:36][CH2:37][O:38][C:39]([CH3:40])=[O:41].[O:29]1[CH2:30][CH2:31][C:32](=[O:35])[CH2:33][CH2:34]1>>[c:2]1([C:32]2([OH:35])[CH2:31][CH2:30][O:29][CH2:34][CH2:33]2)[cH:3][c:4]([CH3:23])[c:5](-[c:7]2[c:8]([CH3:22])[n:9][c:10]3[n:11]2[n:12][c:13]([CH3:21])[cH:14][c:15]3[CH:16]([CH2:17][CH3:18])[CH2:19][CH3:20])[s:6]1. Product: CCC(CC)c1cc(C)nn2c(-c3sc(C4(O)CCOCC4)cc3C)c(C)nc12. Starting materials: ClCCCl, CCc1c(CNC)[nH]c2ccccc12, CCN(C(C)C)C(C)C, Cl, O=C(O)C=Cc1cnc2c(c1)OCC(=O)N2, CN(C)C=O, O, O, On1nnc2ccccc21. Yields the product CCc1c(CN(C)C(=O)C=Cc2cnc3c(c2)OCC(=O)N3)[nH]c2ccccc12. Reaction SMILES: [CH2:1]([Cl:2])[CH2:3][Cl:4].[CH2:5]([CH3:6])[c:7]1[c:8]([CH2:16][NH:17][CH3:18])[nH:9][c:10]2[cH:11][cH:12][cH:13][cH:14][c:15]12.[CH:47]([N:48]([CH2:49][CH3:50])[CH:51]([CH3:52])[CH3:53])([CH3:54])[CH3:55].[ClH:19].[O:20]=[C:21]1[NH:22][c:23]2[c:24]([cH:27][c:28]([CH:31]=[CH:32][C:33](=[O:34])[OH:35])[cH:29][n:30]2)[O:25][CH2:26]1.[O:56]=[CH:57][N:58]([CH3:59])[CH3:60].[OH2:46].[OH2:61].[OH:36][n:37]1[c:38]2[c:39]([cH:40][cH:41][cH:42][cH:43]2)[n:44][n:45]1>>[CH2:5]([CH3:6])[c:7]1[c:8]([CH2:16][N:17]([CH3:18])[C:33]([CH:32]=[CH:31][c:28]2[cH:27][c:24]3[c:23]([n:30][cH:29]2)[NH:22][C:21](=[O:20])[CH2:26][O:25]3)=[O:35])[nH:9][c:10]2[cH:11][cH:12][cH:13][cH:14][c:15]12. Starting materials: C(C)(C)(C)OC(=O)NC(C)C=1NC(=CC1C(=O)OCC)C1=C2N=C(C(=NC2=CC=C1)C)NCC(F)F (ethyl 2-(1-((tert-butoxycarbonyl)amino)ethyl)-5-(3-((2,2-difluoroethyl)amino)-2-methylquinoxalin-5-yl)-1H-pyrrole-3-carboxylate), LiOH monohydrate, CO (MeOH), carboxylic acid. The solvent is O1CCOCC1 (dioxane), O (water). Run at temperature 110 celsius. The product is C(C)(C)(C)OC(=O)NC(C)C=1NC(=CC1C(=O)O)C1=C2N=C(C(=NC2=CC=C1)C)NCC(F)F (2-(1-((tert-butoxycarbonyl)amino)ethyl)-5-(3-((2,2-difluoroethyl)amino)-2-methylquinoxalin-5-yl)-1H-pyrrole-3-carboxylic acid). RXN SMILES: [C:1]([O:5][C:6]([NH:8][CH:9]([C:11]1[NH:12][C:13]([C:21]2[CH:30]=[CH:29][CH:28]=[C:27]3[C:22]=2[N:23]=[C:24]([NH:32][CH2:33][CH:34]([F:36])[F:35])[C:25]([CH3:31])=[N:26]3)=[CH:14][C:15]=1[C:16]([O:18]CC)=[O:17])[CH3:10])=[O:7])([CH3:4])([CH3:3])[CH3:2].CO>O1CCOCC1.O>[C:1]([O:5][C:6]([NH:8][CH:9]([C:11]1[NH:12][C:13]([C:21]2[CH:30]=[CH:29][CH:28]=[C:27]3[C:22]=2[N:23]=[C:24]([NH:32][CH2:33][CH:34]([F:35])[F:36])[C:25]([CH3:31])=[N:26]3)=[CH:14][C:15]=1[C:16]([OH:18])=[O:17])[CH3:10])=[O:7])([CH3:2])([CH3:3])[CH3:4]. Procedure: A glass microwave reaction vessel was charged with ethyl 2-(1-((tert-butoxycarbonyl)amino)ethyl)-5-(3-((2,2-difluoroethyl)amino)-2-methylquinoxalin-5-yl)-1H-pyrrole-3-carboxylate (950 mg, 1.887 mmol) and LiOH monohydrate (396 mg, 9.43 mmol) in dioxane (8.0 mL) and water (4.00 mL). The reaction mixture was stirred and heated in at 110° C. for 80 min. LC-MS indicated >87% conversion to the desired carboxylic acid m/z (ESI, +ve ion) 476.1 (M+H)+. The reaction mixture was transferred to a 250 mL RBF... Reactants: N12C[C@@H](C(CC1)CC2)OC2=CC=C(N=N2)C2=CC=C(C=C2)N=C(C2=CC=CC=C2)C2=CC=CC=C2 (4-{6-[(3R)-1-Aza-bicyclo[2.2.2]oct-3-yloxy]-pyridazin-3-yl}-phenyl-benzhydrylidene-amine), Cl (HCl). Solvent: C1CCOC1 (THF). Product: N12C[C@@H](C(CC1)CC2)OC2=CC=C(N=N2)C2=CC=C(C=C2)N (4-{6-[(3R)-1-Aza-bicyclo[2.2.2]oct-3-yloxy]-pyridazin-3-yl}-phenylamine). Reaction SMILES: [N:1]12[CH2:8][CH2:7][CH:4]([CH2:5][CH2:6]1)[C@@H:3]([O:9][C:10]1[N:15]=[N:14][C:13]([C:16]3[CH:21]=[CH:20][C:19]([N:22]=C(C4C=CC=CC=4)C4C=CC=CC=4)=[CH:18][CH:17]=3)=[CH:12][CH:11]=1)[CH2:2]2.Cl>C1COCC1>[N:1]12[CH2:8][CH2:7][CH:4]([CH2:5][CH2:6]1)[C@@H:3]([O:9][C:10]1[N:15]=[N:14][C:13]([C:16]3[CH:21]=[CH:20][C:19]([NH2:22])=[CH:18][CH:17]=3)=[CH:12][CH:11]=1)[CH2:2]2. Reported procedure: The product of Example 29E (360 mg, 0.78 mmol) was treated with HCl (aq. 10%, 5 mL) in THF (5 mL) at ambient temperature for 4 h. It was then concentrated and the title compound was purified by chromatography (SiO2, CH2Cl2:MeOH:NH3.H2O, 90:10:1, Rf. 0.1) as solid (210 mg, yield, 90%). 1H NMR (300 MHz, CD3OD) δ 1.44-1.66 (m, 1H), 1.65-1.94 (m, 2H), 1.95-2.16 (m, 1H), 2.20-2.40 (m, 1H), 2.68-3.06 (m, 5H), 3.37-3.57 (m, 1H), 5.15-5.37 (m, 1H), 6.65-6.89 (m, 2H), 7.18 (d, J=9.5 Hz, 1H), 7.55-7.81 (m... Starting materials: O=C(CCC1=CC=C(OCC(=O)OC(C)(C)C)C=C1)C=1SC(=CC1)C1=CC=C(C=C1)C(F)(F)F (tert-butyl 2-(4-(3-oxo-3-(5-(4-(trifluoromethyl)phenyl)thien-2-yl)propyl)phenoxy)acetate), FC(C(=O)O)(F)F (trifluoroacetic acid). Yields the product O=C(CCC1=CC=C(OCC(=O)O)C=C1)C=1SC(=CC1)C1=CC=C(C=C1)C(F)(F)F (2-(4-(3-Oxo-3-(5-(4-(trifluoromethyl)phenyl)thien-2-yl)propyl)phenoxy)acetic acid). Reaction SMILES: [O:1]=[C:2]([C:20]1[S:21][C:22]([C:25]2[CH:30]=[CH:29][C:28]([C:31]([F:34])([F:33])[F:32])=[CH:27][CH:26]=2)=[CH:23][CH:24]=1)[CH2:3][CH2:4][C:5]1[CH:19]=[CH:18][C:8]([O:9][CH2:10][C:11]([O:13]C(C)(C)C)=[O:12])=[CH:7][CH:6]=1.FC(F)(F)C(O)=O>>[O:1]=[C:2]([C:20]1[S:21][C:22]([C:25]2[CH:26]=[CH:27][C:28]([C:31]([F:34])([F:32])[F:33])=[CH:29][CH:30]=2)=[CH:23][CH:24]=1)[CH2:3][CH2:4][C:5]1[CH:6]=[CH:7][C:8]([O:9][CH2:10][C:11]([OH:13])=[O:12])=[CH:18][CH:19]=1. Procedure: 2-(4-(3-Oxo-3-(5-(4-(trifluoromethyl)phenyl)thien-2-yl)propyl)phenoxy)acetic acid is prepared from tert-butyl 2-(4-(3-oxo-3-(5-(4-(trifluoromethyl)phenyl)thien-2-yl)propyl)phenoxy)acetate according to general procedure E using 10 equivalents of trifluoroacetic acid. Run in C(C)(=O)O (acetic acid), C(C)(=O)O (acetic acid). Procedure details: A solution of 2.34 g (0.015 mol) of bromine in 5 ml of glacial acetic acid is added dropwise with stirring in the course of 45 minutes at room temperature to a mixture of 4.5 g (0.013 mol) of methyl N-[4-(4-bromophenyl)-thiazol-2-yl]-N-methylaminoacetate and 2.5 g (0.03 mol) of sodium acetate in 30 ml of glacial acetic acid, the mixture is subsequently stirred with an excess of aqueous saturated sodium hydrogen carbonate solution, and the precipitate which has separated out is filtered off with ... Starting materials: C(O)([O-])=O.[Na+] (sodium hydrogen carbonate), BrBr (bromine), BrC1=CC=C(C=C1)C=1N=C(SC1)N(C)CC(=O)OC (methyl N-[4-(4-bromophenyl)-thiazol-2-yl]-N-methylaminoacetate), C(C)(=O)[O-].[Na+] (sodium acetate). Yield: 98.9%. As a reaction SMILES: [Br:1]Br.[Br:3][C:4]1[CH:9]=[CH:8][C:7]([C:10]2[N:11]=[C:12]([N:15]([CH2:17][C:18]([O:20][CH3:21])=[O:19])[CH3:16])[S:13][CH:14]=2)=[CH:6][CH:5]=1.C([O-])(=O)C.[Na+].C(=O)([O-])O.[Na+]>C(O)(=O)C>[Br:1][C:14]1[S:13][C:12]([N:15]([CH2:17][C:18]([O:20][CH3:21])=[O:19])[CH3:16])=[N:11][C:10]=1[C:7]1[CH:6]=[CH:5][C:4]([Br:3])=[CH:9][CH:8]=1 |f:2.3,4.5|. The product is BrC1=C(N=C(S1)N(C)CC(=O)OC)C1=CC=C(C=C1)Br (methyl N-[5-bromo-4-(4-bromophenyl)-thiazol-2-yl]-N-methylaminoacetate).